From a dataset of the Open Reaction Database (ORD), a public repository of structured organic reaction records. describe an organic reaction: reactants, conditions, products, and yield The reactants are Cl.N[C@@H](C)C(=O)OC(C)(C)C (L-alanine, t-butyl ester, hydrochloride), C(#N)[BH3-].[Na+] (sodium cyanoborohydride), [O-]CC.[Na+].C(C)O (sodium ethoxide ethanol), [O-]CC.[Na+].C(C)O (sodium ethoxide ethanol), O=C(C(=O)OCC)CCC1=CC=CC=C1 (ethyl 2-oxo-4-phenylbutyrate). Solvent: C(C)O (ethanol), C(C)O (ethanol), C(C)O (ethanol), CCOCC (ether), petroleum ether. Run at time 30 minute. The product is C(C)OC(=O)[C@H](CCC1=CC=CC=C1)N[C@@H](C)C(=O)OC(C)(C)C (N-[1(S)-ethoxycarbonyl-3-phenylpropyl]-L-alanine, t-butyl ester). As a reaction SMILES: Cl.[NH2:2][C@H:3]([C:5]([O:7][C:8]([CH3:11])([CH3:10])[CH3:9])=[O:6])[CH3:4].[O-]CC.[Na+].C(O)C.O=[C:20]([CH2:26][CH2:27][C:28]1[CH:33]=[CH:32][CH:31]=[CH:30][CH:29]=1)[C:21]([O:23][CH2:24][CH3:25])=[O:22].C([BH3-])#N.[Na+]>CCOCC.C(O)C>[CH2:24]([O:23][C:21]([C@@H:20]([NH:2][C@H:3]([C:5]([O:7][C:8]([CH3:11])([CH3:10])[CH3:9])=[O:6])[CH3:4])[CH2:26][CH2:27][C:28]1[CH:29]=[CH:30][CH:31]=[CH:32][CH:33]=1)=[O:22])[CH3:25] |f:0.1,2.3.4,6.7|. Procedure: To a solution of L-alanine, t-butyl ester, hydrochloride (4.86 g., 26.7 mmole) in 35 ml. of absolute ethanol, there is added 4.2 ml. (6.72 mmole) of 1.6 N sodium ethoxide/ethanol. To the resulting milky solution which is approximately pH 7.5, is added a solution of ethyl 2-oxo-4-phenylbutyrate [prepared by treating ethyl 2-hydroxy-4-phenylbutyrate with oxalyl chloride] (27.6 g.,0.135 mmole) in 25 ml. of ethanol followed by 22 g. of powdered 3A° molecular sieves. The resulting mixture is stirred ... Reactants: C([O-])([O-])=O.[K+].[K+] (potassium carbonate), C(C)(C)(C)OC(COC1=C(C(=CC=C1)O)C(C)=O)=O ((2-acetyl-3-hydroxy-phenoxy)-acetic acid tert-butyl ester), O (water). Solvent: CN(C)C=O (DMF). The product is C(C)(C)(C)OC(=O)C=1OC2=C(C1C)C(=CC=C2)O (4-hydroxy-3-methyl-benzofuran-2-carboxylic acid tert-butyl ester). As a reaction SMILES: [C:1]([O:5][C:6](=[O:19])[CH2:7][O:8][C:9]1[CH:14]=[CH:13][CH:12]=[C:11]([OH:15])[C:10]=1[C:16](=O)[CH3:17])([CH3:4])([CH3:3])[CH3:2].C(=O)([O-])[O-].[K+].[K+].O>CN(C=O)C>[C:1]([O:5][C:6]([C:7]1[O:8][C:9]2[CH:14]=[CH:13][CH:12]=[C:11]([OH:15])[C:10]=2[C:16]=1[CH3:17])=[O:19])([CH3:4])([CH3:3])[CH3:2] |f:1.2.3|. Reported procedure: The (2-acetyl-3-hydroxy-phenoxy)-acetic acid tert-butyl ester was dissolved in DMF, and heated to 110-130° C. in the presence of potassium carbonate for 4 hours. The resulting suspension was slowly poured into cold water. The product precipitated out and was collected by filtration. Recrystalyzation in toluene afforded 34.26 g of the desired 4-hydroxy-3-methyl-benzofuran-2-carboxylic acid tert-butyl ester as pale yellow solid (60% overall yield). The reactants are [OH-].[Li+] (lithium hydroxide), ClC=1C=C(C=2N(C1)C(=C(N2)C)C(=O)OCC)OCC2=C(C=CC=C2F)F (Ethyl 6-chloro-8-[(2,6-difluorobenzyl)oxy]-2-methylimidazo[1,2-a]pyridine-3-carboxylate), Cl (hydrochloric acid). Solvent: CO (methanol), C1CCOC1 (THF). Conditions: time 8 hour. Yields the product ClC=1C=C(C=2N(C1)C(=C(N2)C)C(=O)O)OCC2=C(C=CC=C2F)F (6-Chloro-8-[(2,6-difluorobenzyl)oxy]-2-methylimidazo[1,2-a]pyridine-3-carboxylic acid). As a reaction SMILES: [Cl:1][C:2]1[CH:3]=[C:4]([O:17][CH2:18][C:19]2[C:24]([F:25])=[CH:23][CH:22]=[CH:21][C:20]=2[F:26])[C:5]2[N:6]([C:8]([C:12]([O:14]CC)=[O:13])=[C:9]([CH3:11])[N:10]=2)[CH:7]=1.[OH-].[Li+].Cl>C1COCC1.CO>[Cl:1][C:2]1[CH:3]=[C:4]([O:17][CH2:18][C:19]2[C:20]([F:26])=[CH:21][CH:22]=[CH:23][C:24]=2[F:25])[C:5]2[N:6]([C:8]([C:12]([OH:14])=[O:13])=[C:9]([CH3:11])[N:10]=2)[CH:7]=1 |f:1.2|. Procedure: 44 g of ethyl 6-chloro-8-[(2,6-difluorobenzyl)oxy]-2-methylimidazo[1,2-a]pyridine-3-carboxylate (Example 18A; 115 mmol, 1 equivalent) were dissolved in 550 ml of THF and 700 ml of methanol, 13.8 g of lithium hydroxide (dissolved in 150 ml of water; 577 mmol, 5 equivalents) were added and the mixture was stirred at RT overnight. 1 N aqueous hydrochloric acid was added and the mixture was concentrated under reduced pressure. The solid obtained was filtered off and washed with water. This gave 34 g... The product is BrC[C@H](O)C1=CC(=CC=C1)Cl ((R)-2-bromo-1-(3-chlorophenyl)ethanol). Reported procedure: Diisopropyl ether was added to a mixture of 100 mg (0.4 mmol) of 2-bromo-1-(3-chlorophenyl)ethanol, 20 mg of TOYOCHIMU LIP (available from Toyobo Co., Ltd.) and 0.3 mmol of each of the various acid anhydrides shown in Table 3 was to make the total volume to 1 ml. These reaction mixtures were respectively allowed to undergo reaction at a temperature of 27° C. for 98 hours. The results are set forth in Table 3. RXN SMILES: C(OC(C)C)(C)C.[Br:8][CH2:9][CH:10]([C:12]1[CH:17]=[CH:16][CH:15]=[C:14]([Cl:18])[CH:13]=1)[OH:11]>>[Br:8][CH2:9][C@@H:10]([C:12]1[CH:17]=[CH:16][CH:15]=[C:14]([Cl:18])[CH:13]=1)[OH:11]. The reactants are C(C)(C)OC(C)C (Diisopropyl ether), BrCC(O)C1=CC(=CC=C1)Cl (2-bromo-1-(3-chlorophenyl)ethanol), acid anhydrides. Reactants: O=C(C(=O)c1ccc(CBr)cc1)c1ccccc1, O=c1[nH]c2ccccc2n1C1CCNCC1. Product: O=C(C(=O)c1ccc(CN2CCC(n3c(=O)[nH]c4ccccc43)CC2)cc1)c1ccccc1. RXN SMILES: [Br:1][CH2:2][c:3]1[cH:4][cH:5][c:6]([C:9]([C:10](=[O:11])[c:12]2[cH:13][cH:14][cH:15][cH:16][cH:17]2)=[O:18])[cH:7][cH:8]1.[NH:19]1[CH2:20][CH2:21][CH:22]([n:25]2[c:26](=[O:34])[nH:27][c:28]3[c:29]2[cH:30][cH:31][cH:32][cH:33]3)[CH2:23][CH2:24]1>>[CH2:2]([c:3]1[cH:4][cH:5][c:6]([C:9]([C:10](=[O:11])[c:12]2[cH:13][cH:14][cH:15][cH:16][cH:17]2)=[O:18])[cH:7][cH:8]1)[N:19]1[CH2:20][CH2:21][CH:22]([n:25]2[c:26](=[O:34])[nH:27][c:28]3[c:29]2[cH:30][cH:31][cH:32][cH:33]3)[CH2:23][CH2:24]1. As a reaction SMILES: [CH3:39][CH2:40][O:41][CH2:42][CH3:43].[N:20](=[N+:21]=[N-:22])[C:23]([C:24](=[O:25])[O:26][CH2:27][CH3:28])=[CH:29][CH:30]=[CH:31][c:32]1[cH:33][cH:34][c:35]([CH3:38])[cH:36][cH:37]1.[c:1]1([P:7]([c:8]2[cH:9][cH:10][cH:11][cH:12][cH:13]2)[c:14]2[cH:15][cH:16][cH:17][cH:18][cH:19]2)[cH:2][cH:3][cH:4][cH:5][cH:6]1>>[c:1]1([P:7]([c:8]2[cH:9][cH:10][cH:11][cH:12][cH:13]2)([c:14]2[cH:15][cH:16][cH:17][cH:18][cH:19]2)=[N:20][C:23]([C:24](=[O:25])[O:26][CH2:27][CH3:28])=[CH:29][CH:30]=[CH:31][c:32]2[cH:33][cH:34][c:35]([CH3:38])[cH:36][cH:37]2)[cH:2][cH:3][cH:4][cH:5][cH:6]1. Product: CCOC(=O)C(=CC=Cc1ccc(C)cc1)N=P(c1ccccc1)(c1ccccc1)c1ccccc1. The reactants are CCOCC, CCOC(=O)C(=CC=Cc1ccc(C)cc1)N=[N+]=[N-], c1ccc(P(c2ccccc2)c2ccccc2)cc1.